This data is from the Open Reaction Database (ORD), a public repository of structured organic reaction records. The task is: describe an organic reaction: reactants, conditions, products, and yield Reactants: Cl (HCl), C(=O)C1=CC=C(C=C1)SC(C(=O)OC(C)(C)C)(C)C (1,1-dimethylethyl 2-[(4-formylphenyl)thio]-2-methyl-propanoate), C(C1=CC=CO1)N (furfurylamine), C(#N)[BH3-].[Na+] (sodium cyanoborohydride), C(=O)([O-])[O-].[Na+].[Na+] (Na2CO3). The solvent is C(C)(=O)O (acetic acid), CO (methanol). Run at time 15 minute. The product is O1C(=CC=C1)CNCC1=CC=C(C=C1)SC(C(=O)OC(C)(C)C)(C)C (1,1-Dimethylethyl 2-[[4-[[(2-furanylmethyl)amino]methyl]phenyl]thio]-2-methyl-propanoate). Isolated yield 60.6%. As a reaction SMILES: [CH:1]([C:3]1[CH:8]=[CH:7][C:6]([S:9][C:10]([CH3:19])([CH3:18])[C:11]([O:13][C:14]([CH3:17])([CH3:16])[CH3:15])=[O:12])=[CH:5][CH:4]=1)=O.[CH2:20]([NH2:26])[C:21]1[O:25][CH:24]=[CH:23][CH:22]=1.C([BH3-])#N.[Na+].Cl.C([O-])([O-])=O.[Na+].[Na+]>CO.C(O)(=O)C>[O:25]1[CH:24]=[CH:23][CH:22]=[C:21]1[CH2:20][NH:26][CH2:1][C:3]1[CH:8]=[CH:7][C:6]([S:9][C:10]([CH3:19])([CH3:18])[C:11]([O:13][C:14]([CH3:17])([CH3:16])[CH3:15])=[O:12])=[CH:5][CH:4]=1 |f:2.3,5.6.7|. Procedure details: 550 mg of 1,1-dimethylethyl 2-[(4-formylphenyl)thio]-2-methyl-propanoate and 381 mg of furfurylamine are initially charged in 100 ml of methanol and treated with 1 ml of glacial acetic acid. The mixture is stirred at room temperature for 15 min, briefly brought to the boil and then, at 0° C., admixed a little at a time with 493 mg of sodium cyanoborohydride. The mixture is stirred overnight at room temperature and then treated with 1 N HCl and stirred for 30 min. The mixture is then made basic u... Starting materials: COc1ccccc1-c1cc(C(=O)O)cc([N+](=O)[O-])c1, CO, Cl. Product: COC(=O)c1cc(-c2ccccc2OC)cc([N+](=O)[O-])c1. Reaction SMILES: [CH3:1][O:2][c:3]1[c:4](-[c:9]2[cH:10][c:11]([C:18](=[O:19])[OH:20])[cH:12][c:13]([N+:15](=[O:16])[O-:17])[cH:14]2)[cH:5][cH:6][cH:7][cH:8]1.[CH3:22][OH:23].[ClH:21]>>[CH3:1][O:2][c:3]1[c:4](-[c:9]2[cH:10][c:11]([C:18]([O:19][CH3:22])=[O:20])[cH:12][c:13]([N+:15](=[O:16])[O-:17])[cH:14]2)[cH:5][cH:6][cH:7][cH:8]1. The reactants are O=C[O-], O=CO, O=Cc1ncn2c1C1CCCN1C(=O)c1c(Cl)cccc1-2, Cl, NO, [Na+], O. Yields the product N#Cc1ncn2c1C1CCCN1C(=O)c1c(Cl)cccc1-2. Reaction SMILES: [CH:25]([O-:26])=[O:27].[CH:30]([OH:31])=[O:32].[Cl:1][c:2]1[cH:3][cH:4][cH:5][c:6]2[c:7]1[C:8](=[O:21])[N:9]1[CH:10]([c:11]3[n:12]-2[cH:13][n:14][c:15]3[CH:16]=[O:17])[CH2:18][CH2:19][CH2:20]1.[ClH:22].[NH2:23][OH:24].[Na+:28].[OH2:29]>>[Cl:1][c:2]1[cH:3][cH:4][cH:5][c:6]2[c:7]1[C:8](=[O:21])[N:9]1[CH:10]([c:11]3[n:12]-2[cH:13][n:14][c:15]3[C:16]#[N:23])[CH2:18][CH2:19][CH2:20]1. The reactants are ClC1=CC=C(C=C1)C1=CC(=NN1C1=CC=C(C=C1)OC)CCC=NO (5-(4-Chlorophenyl)-3-(3-oximinopropyl)-1-(4-methoxyphenyl) pyrazole), CN(C)C=1C=CC(=CC1)N=NC=2C=CC(=CC2)S(=O)(=O)O (methyl orange), [BH3-]C#N.[Na+] (NaBH3CN), Cl (HCl). Run in CO (MeOH), CO (MeOH). Reaction conditions: time 3 hour. Yields the product ClC1=CC=C(C=C1)C1=CC(=NN1C1=CC=C(C=C1)OC)CCCNO (N-[3-[5-(4-Chlorophenyl)-1-(4-methoxyphenyl)-3-pyrazolyl]propyl]hydroxyl-amine). RXN SMILES: [Cl:1][C:2]1[CH:7]=[CH:6][C:5]([C:8]2[N:12]([C:13]3[CH:18]=[CH:17][C:16]([O:19][CH3:20])=[CH:15][CH:14]=3)[N:11]=[C:10]([CH2:21][CH2:22][CH:23]=[N:24][OH:25])[CH:9]=2)=[CH:4][CH:3]=1.CN(C1C=CC(N=NC2C=CC(S(O)(=O)=O)=CC=2)=CC=1)C.[BH3-]C#N.[Na+].Cl>CO>[Cl:1][C:2]1[CH:3]=[CH:4][C:5]([C:8]2[N:12]([C:13]3[CH:18]=[CH:17][C:16]([O:19][CH3:20])=[CH:15][CH:14]=3)[N:11]=[C:10]([CH2:21][CH2:22][CH2:23][NH:24][OH:25])[CH:9]=2)=[CH:6][CH:7]=1 |f:2.3|. Procedure: To a solution of the oxime 26 (2.70 g, 7.59 mM) in MeOH (50 ml), containing methyl orange (2 mg) as as indicator, was added a solution of NaBH3CN (0.52 g, 8.4 mM) in MeOH (20 ml), and a solution of 2N HCl, simultaneously, at such a rate to maintain a pH of 3 to 4. The reaction was stirred for 3 hours at room temperature, acidified to pH 1 and concentrated in vacuo. The residue was diluted with H2O (100 ml), adjusted to pH 8.5 with 5N NaOH, and extracted with EtOAc. The extracts were combined, dr... Starting materials: C(C1=CC=CC=C1)OC(N[C@H](CC=1N=CN(C1)CC=C)C(N[C@@H](C(C)C)COCC=C)=O)=O (benzyl[(R)-2-(1-allyl-1H-imidazol-4-yl)-1-((S)-1-allyloxymethyl-2-methylpropylcarbamoyl)ethyl]carbamate). Reagents/catalysts: CC1=CC(=C(C(=C1)C)N2CCN(C2=[Ru](=CC3=CC=CC=C3)(Cl)Cl)C4=C(C=C(C=C4C)C)C)C.C1CCC(CC1)P(C2CCCCC2)C3CCCCC3 (benzylidene[1,3-bis(2,4,6-trimethylphenyl)-2-imidazolidinylidene]dichloro(tricyclohexylphosphine)ruthenium), Cl[Ru]([P](C1CCCCC1)(C2CCCCC2)C3CCCCC3)(=CC4=CC=CC=C4)(Cl)=C5N(C6=C(C)C=C(C)C=C6C)CCN5C7=C(C)C=C(C)C=C7C (Grubbs II). Solvent: ClCCl (dichloromethane). Product: C(C1=CC=CC=C1)OC(N[C@H]1C(N[C@H](COCC=CCN2C=NC(C1)=C2)C(C)C)=O)=O (Benzyl((8S,11R)-8-isopropyl-10-oxo-6-oxa-1,9,14-triazabicyclo[11.2.1]hexadeca-3,13(16),14-trien-11-yl)carbamate). The yield is 73.2%. RXN SMILES: [CH2:1]([O:8][C:9](=[O:33])[NH:10][C@@H:11]([C:21](=[O:32])[NH:22][C@H:23]([CH2:27][O:28][CH2:29][CH:30]=C)[CH:24]([CH3:26])[CH3:25])[CH2:12][C:13]1[N:14]=[CH:15][N:16]([CH2:18][CH:19]=C)[CH:17]=1)[C:2]1[CH:7]=[CH:6][CH:5]=[CH:4][CH:3]=1>ClCCl.Cl[Ru](=C1N(C2C(C)=CC(C)=CC=2C)CCN1C1C(C)=CC(C)=CC=1C)(Cl)(=CC1C=CC=CC=1)[P](C1CCCCC1)(C1CCCCC1)C1CCCCC1>[CH2:1]([O:8][C:9](=[O:33])[NH:10][C@@H:11]1[CH2:12][C:13]2=[CH:17][N:16]([CH:15]=[N:14]2)[CH2:18][CH:19]=[CH:30][CH2:29][O:28][CH2:27][C@H:23]([CH:24]([CH3:25])[CH3:26])[NH:22][C:21]1=[O:32])[C:2]1[CH:7]=[CH:6][CH:5]=[CH:4][CH:3]=1 |^1:69|. Procedure: A solution of 0.735 g (1.62 mmol) of benzyl[(R)-2-(1-allyl-1H-imidazol-4-yl)-1-((S)-1-allyloxymethyl-2-methylpropylcarbamoyl)ethyl]carbamate in 370 ml of dichloromethane was mixed with 0.210 g (0.24 mmol) of benzylidene[1,3-bis(2,4,6-trimethylphenyl)-2-imidazolidinylidene]dichloro(tricyclohexylphosphine)ruthenium (Grubbs II catalyst) and stirred at RT. The mixture was stirred at RT for several days with repeated addition of Grubbs II catalyst until starting material was no longer present (LC/MS)... Reactants: CCn1cc(C(=O)O)c(=O)c2cc(F)c(F)c(F)c21, CCNCC1CNCCO1. Yields the product CCNCC1CN(c2c(F)cc3c(=O)c(C(=O)O)cn(CC)c3c2F)CCO1. RXN SMILES: [CH2:1]([CH3:2])[n:3]1[cH:4][c:5]([C:17](=[O:18])[OH:19])[c:6](=[O:16])[c:7]2[cH:8][c:9]([F:15])[c:10]([F:14])[c:11]([F:13])[c:12]12.[CH2:20]([CH3:21])[NH:22][CH2:23][CH:24]1[O:25][CH2:26][CH2:27][NH:28][CH2:29]1>>[CH2:1]([CH3:2])[n:3]1[cH:4][c:5]([C:17](=[O:18])[OH:19])[c:6](=[O:16])[c:7]2[cH:8][c:9]([F:15])[c:10]([N:28]3[CH2:27][CH2:26][O:25][CH:24]([CH2:23][NH:22][CH2:20][CH3:21])[CH2:29]3)[c:11]([F:13])[c:12]12. Reported procedure: Prepared from N-{2-[cyclopentyl(isopropyl)amino]ethyl}-N′-({6-[(2,2-diphenyl-ethyl)amino]-9H-purin-2-yl}methyl)urea (Preparation 44) and (2R,3R,4R)-4,5-bis(acetoxy)-2-(2-ethyl-2H-tetrazol-5-yl)tetrahydro-3-furanyl acetate (WO 9967265) by a similar procedure to Preparation 26. The title compound was obtained as a white solid. Reactants: C1(CCCC1)N(CCNC(=O)NCC1=NC(=C2N=CNC2=N1)NCC(C1=CC=CC=C1)C1=CC=CC=C1)C(C)C (N-{2-[cyclopentyl(isopropyl)amino]ethyl}-N′-({6-[(2,2-diphenyl-ethyl)amino]-9H-purin-2-yl}methyl)urea), C(C)(=O)O[C@@H]1[C@H](OC([C@@H]1OC(C)=O)OC(C)=O)C=1N=NN(N1)CC ((2R,3R,4R)-4,5-bis(acetoxy)-2-(2-ethyl-2H-tetrazol-5-yl)tetrahydro-3-furanyl acetate). The product is C(C)(=O)O[C@H]1[C@@H](O[C@@H]([C@H]1OC(C)=O)C=1N=NN(N1)CC)N1C2=NC(=NC(=C2N=C1)NCC(C1=CC=CC=C1)C1=CC=CC=C1)CNC(=O)NCCN(C(C)C)C1CCCC1 ((2R,3R,4R,5R)-4-(Acetoxy)-2-{2-({[({2-[cyclopentyl(isopropyl)-amino]ethyl}amino)carbonyl]amino}methyl)-6-[(2,2-diphenylethyl)amino]-9H-purin-9-yl}-5-(2-ethyl-2H-tetrazol-5-yl)tetrahydro-3-furanyl acetate). As a reaction SMILES: [CH:1]1([N:6]([CH:38]([CH3:40])[CH3:39])[CH2:7][CH2:8][NH:9][C:10]([NH:12][CH2:13][C:14]2[N:22]=[C:21]3[C:17]([N:18]=[CH:19][NH:20]3)=[C:16]([NH:23][CH2:24][CH:25]([C:32]3[CH:37]=[CH:36][CH:35]=[CH:34][CH:33]=3)[C:26]3[CH:31]=[CH:30][CH:29]=[CH:28][CH:27]=3)[N:15]=2)=[O:11])[CH2:5][CH2:4][CH2:3][CH2:2]1.[C:41]([O:44][C@H:45]1[C@@H:49]([O:50][C:51](=[O:53])[CH3:52])[CH:48](OC(=O)C)[O:47][C@@H:46]1[C:58]1[N:59]=[N:60][N:61]([CH2:63][CH3:64])[N:62]=1)(=[O:43])[CH3:42]>>[C:51]([O:50][C@@H:49]1[C@H:45]([O:44][C:41](=[O:43])[CH3:42])[C@@H:46]([C:58]2[N:59]=[N:60][N:61]([CH2:63][CH3:64])[N:62]=2)[O:47][C@H:48]1[N:20]1[CH:19]=[N:18][C:17]2[C:21]1=[N:22][C:14]([CH2:13][NH:12][C:10]([NH:9][CH2:8][CH2:7][N:6]([CH:1]1[CH2:5][CH2:4][CH2:3][CH2:2]1)[CH:38]([CH3:40])[CH3:39])=[O:11])=[N:15][C:16]=2[NH:23][CH2:24][CH:25]([C:32]1[CH:33]=[CH:34][CH:35]=[CH:36][CH:37]=1)[C:26]1[CH:27]=[CH:28][CH:29]=[CH:30][CH:31]=1)(=[O:53])[CH3:52].